From a dataset of the Open Reaction Database (ORD), a public repository of structured organic reaction records. describe an organic reaction: reactants, conditions, products, and yield Starting materials: C1=CC=CC=C1 (Benzene), BrC1=CC=CC=2CS(CC21)(=O)=O (4-Bromo-1,3-dihydrobenzo[c]thiophene 2,2-dioxide), O (water), [OH-].[NH4+] (ammonium hydroxide), cuprous cyanide. Run in C(C)OCC (Ethyl ether), N1=CC=CC2=CC=CC=C12 (quinoline), N1=CC=CC2=CC=CC=C12 (quinoline). Product: C(#N)C1=CC=CC=2CS(CC21)(=O)=O (4-Cyano-1,3-dihydrobenzo[c]thiophene 2,2-dioxide). RXN SMILES: Br[C:2]1[C:10]2[CH2:9][S:8](=O)(=O)[CH2:7][C:6]=2[CH:5]=[CH:4][CH:3]=1.[OH2:13].[OH-:14].[NH4+:15].[CH:16]1C=CC=CC=1>N1C2C(=CC=CC=2)C=CC=1.C(OCC)C>[C:16]([C:2]1[C:10]2[CH2:9][S:8](=[O:14])(=[O:13])[CH2:7][C:6]=2[CH:5]=[CH:4][CH:3]=1)#[N:15] |f:2.3|. Procedure: 4-Bromo-1,3-dihydrobenzo[c]thiophene 2,2-dioxide (0.1 m) is dissolved in dry quinoline. To the quinoline solution is added (0.1 M) of cuprous cyanide. The temperature of the mixture is maintained between 100°-160° C. for about 6 to 12 hours. At the end of this time the mixture is poured into water and concentrated ammonium hydroxide. Benzene is added and the mixture is stirred until the solids are dissolved. Ethyl ether is added and the mixture is filtered to remove undissolved solids. The organ... Reactants: CCOC(=O)COc1cccc(-c2cccc(COS(C)(=O)=O)c2)c1, [H-], [I-], [K+], [Li+], CN(C)C=O, O=c1ccc(C(c2ccccc2)c2ccccc2)n[nH]1. Product: CCOC(=O)COc1cccc(-c2cccc(Cn3nc(C(c4ccccc4)c4ccccc4)ccc3=O)c2)c1. As a reaction SMILES: [CH3:23][S:24]([O:25][CH2:28][c:29]1[cH:30][c:31](-[c:35]2[cH:36][c:37]([O:41][CH2:42][C:43](=[O:44])[O:45][CH2:46][CH3:47])[cH:38][cH:39][cH:40]2)[cH:32][cH:33][cH:34]1)(=[O:26])=[O:27].[H-:21].[I-:49].[K+:48].[Li+:22].[O:50]=[CH:51][N:52]([CH3:53])[CH3:54].[c:1]1([CH:7]([c:8]2[cH:9][cH:10][c:11](=[O:14])[nH:12][n:13]2)[c:15]2[cH:16][cH:17][cH:18][cH:19][cH:20]2)[cH:2][cH:3][cH:4][cH:5][cH:6]1>>[c:1]1([CH:7]([c:8]2[cH:9][cH:10][c:11](=[O:14])[n:12]([CH2:28][c:29]3[cH:30][c:31](-[c:35]4[cH:36][c:37]([O:41][CH2:42][C:43](=[O:44])[O:45][CH2:46][CH3:47])[cH:38][cH:39][cH:40]4)[cH:32][cH:33][cH:34]3)[n:13]2)[c:15]2[cH:16][cH:17][cH:18][cH:19][cH:20]2)[cH:2][cH:3][cH:4][cH:5][cH:6]1. Reactants: O=C1CCC(=O)N1Br, ClC(Cl)(Cl)Cl, COC(=O)c1ccc2c(c1C)OCO2, CCCCCC, Cc1ccccc1. The product is COC(=O)c1ccc2c(c1CBr)OCO2. RXN SMILES: [Br:15][N:16]1[C:17](=[O:18])[CH2:19][CH2:20][C:21]1=[O:22].[C:36]([Cl:37])([Cl:38])([Cl:39])[Cl:40].[CH3:1][c:2]1[c:3]([C:11](=[O:12])[O:13][CH3:14])[cH:4][cH:5][c:6]2[c:10]1[O:9][CH2:8][O:7]2.[CH3:23][CH2:24][CH2:25][CH2:26][CH2:27][CH3:28].[c:29]1([CH3:30])[cH:31][cH:32][cH:33][cH:34][cH:35]1>>[CH2:1]([c:2]1[c:3]([C:11](=[O:12])[O:13][CH3:14])[cH:4][cH:5][c:6]2[c:10]1[O:9][CH2:8][O:7]2)[Br:15]. The reactants are OCC1CC(c2ccc(Br)cn2)=NO1, CC(=O)OCC1OC(OC(=N)C(Cl)(Cl)Cl)C(OC(C)=O)C(OC(C)=O)C1OC(C)=O, ClCCl, C[Si](C)(C)OS(=O)(=O)C(F)(F)F. Yields the product CC(=O)OCC1OC(OCC2CC(c3ccc(Br)cn3)=NO2)C(OC(C)=O)C(OC(C)=O)C1OC(C)=O. RXN SMILES: [Br:1][c:2]1[cH:3][cH:4][c:5]([C:8]2=[N:9][O:10][CH:11]([CH2:13][OH:14])[CH2:12]2)[n:6][cH:7]1.[C:15]([CH3:16])(=[O:17])[O:18][CH:19]1[CH:20]([O:21][C:22](=[NH:23])[C:24]([Cl:25])([Cl:26])[Cl:27])[O:28][CH:29]([CH2:40][O:41][C:42]([CH3:43])=[O:44])[CH:30]([O:36][C:37]([CH3:38])=[O:39])[CH:31]1[O:32][C:33]([CH3:34])=[O:35].[Cl:57][CH2:58][Cl:59].[F:45][C:46]([F:47])([F:48])[S:49]([O:50][Si:51]([CH3:52])([CH3:53])[CH3:54])(=[O:55])=[O:56]>>[Br:1][c:2]1[cH:3][cH:4][c:5]([C:8]2=[N:9][O:10][CH:11]([CH2:13][O:14][CH:20]3[CH:19]([O:18][C:15]([CH3:16])=[O:17])[CH:31]([O:32][C:33]([CH3:34])=[O:35])[CH:30]([O:36][C:37]([CH3:38])=[O:39])[CH:29]([CH2:40][O:41][C:42]([CH3:43])=[O:44])[O:28]3)[CH2:12]2)[n:6][cH:7]1. Reactants: C(=O)(O)CC1=C(C=NC2=C(C=CC=C12)NC(C1=C(C=CC=C1Cl)Cl)=O)CC (4-carboxymethyl-8-(2,6-dichlorobenzoylamino)-3-ethylquinoline), C([O-])([O-])=O.[K+].[K+] (potassium carbonate), CI (methyl iodide). The solvent is CN(C=O)C (dimethylformamide). Conditions: time 2 hour. Yields the product ClC1=C(C(=O)NC=2C=CC=C3C(=C(C=NC23)CC)CC(=O)OC)C(=CC=C1)Cl (8-(2,6-dichlorobenzoylamino)-3-ethyl-4-(methoxycarbonylmethyl)quinoline). Yield: 67.3%. RXN SMILES: [C:1]([CH2:4][C:5]1[C:14]2[C:9](=[C:10]([NH:15][C:16](=[O:25])[C:17]3[C:22]([Cl:23])=[CH:21][CH:20]=[CH:19][C:18]=3[Cl:24])[CH:11]=[CH:12][CH:13]=2)[N:8]=[CH:7][C:6]=1[CH2:26][CH3:27])([OH:3])=[O:2].[C:28](=O)([O-])[O-].[K+].[K+].CI>CN(C)C=O>[Cl:24][C:18]1[CH:19]=[CH:20][CH:21]=[C:22]([Cl:23])[C:17]=1[C:16]([NH:15][C:10]1[CH:11]=[CH:12][CH:13]=[C:14]2[C:9]=1[N:8]=[CH:7][C:6]([CH2:26][CH3:27])=[C:5]2[CH2:4][C:1]([O:3][CH3:28])=[O:2])=[O:25] |f:1.2.3|. Procedure: To a solution of 4-carboxymethyl-8-(2,6-dichlorobenzoylamino)-3-ethylquinoline (405 mg) in dimethylformamide were added potassium carbonate (305 mg) and methyl iodide (314 mg) and the mixture was stirred for 2 hours at ambient temperature. The mixture was partitioned between ethyl acetate and water. The organic layer was washed with brine, dried over magnesium sulfate and evaporated in vacuo. The residue was purified by column chromatography on silica gel (ethyl acetate: n-hexane, 1:3, v/v) and ... The reactants are CCO, [Na+], O=CNc1cc(F)ccc1C(=O)C1CCN(CCn2c(=O)[nH]c3ccccc3c2=O)CC1, [OH-], O=S(=O)(O)O. Product: Nc1cc(F)ccc1C(=O)C1CCN(CCn2c(=O)[nH]c3ccccc3c2=O)CC1. Reaction SMILES: [CH3:40][CH2:41][OH:42].[Na+:39].[O:1]=[c:2]1[nH:3][c:4]2[cH:5][cH:6][cH:7][cH:8][c:9]2[c:10](=[O:32])[n:11]1[CH2:12][CH2:13][N:14]1[CH2:15][CH2:16][CH:17]([C:20](=[O:21])[c:22]2[c:23]([NH:29][CH:30]=[O:31])[cH:24][c:25]([F:28])[cH:26][cH:27]2)[CH2:18][CH2:19]1.[OH-:38].[S:33](=[O:34])(=[O:35])([OH:36])[OH:37]>>[O:1]=[c:2]1[nH:3][c:4]2[cH:5][cH:6][cH:7][cH:8][c:9]2[c:10](=[O:32])[n:11]1[CH2:12][CH2:13][N:14]1[CH2:15][CH2:16][CH:17]([C:20](=[O:21])[c:22]2[c:23]([NH2:29])[cH:24][c:25]([F:28])[cH:26][cH:27]2)[CH2:18][CH2:19]1.